Dataset: the Open Reaction Database (ORD), a public repository of structured organic reaction records. Task: describe an organic reaction: reactants, conditions, products, and yield Reactants: [OH-].[K+] (KOH), OC1=CC2=CC=C(C=C2C=C1)O (2,6-dihydroxynaphthalene), C(C)OP(OCC)(=O)CCCCBr (diethyl(4-bromobutyl)phosphonate). Solvent: C(C)O (ethanol), C(C)O (ethanol). Reaction conditions: time 8 hour. The product is P(=O)(O)(O)CCCCOC1=CC2=CC=C(C=C2C=C1)OCCCCP(=O)(O)O (2,6Bis(4-phosphonobutyloxy)-naphthalene). RXN SMILES: [OH-:1].[K+].[OH:3][C:4]1[CH:13]=[CH:12][C:11]2[C:6](=[CH:7][CH:8]=[C:9]([OH:14])[CH:10]=2)[CH:5]=1.C([O:17][P:18]([CH2:23][CH2:24][CH2:25][CH2:26]Br)(=[O:22])[O:19]CC)C>C(O)C>[P:18]([CH2:23][CH2:24][CH2:25][CH2:26][O:3][C:4]1[CH:13]=[CH:12][C:11]2[C:6](=[CH:7][CH:8]=[C:9]([O:14][CH2:26][CH2:25][CH2:24][CH2:23][P:18]([OH:17])([OH:19])=[O:22])[CH:10]=2)[CH:5]=1)([OH:19])([OH:17])=[O:1] |f:0.1|. Procedure details: 1.34 g of KOH in ethanol were added dropwise to a mixture of 2,6-dihydroxynaphthalene (1.6g, 10 mmol) and diethyl(4-bromobutyl)phosphonate (6.0 g, 22 mmol) in ethanol, the mixture was left at room temperature for over night. The product was extracted with CH2Cl2. The CH2Cl2 solution was dried, leaving a brownish solid. The ester was purified by column chromatography. The bisphosphonate ester was converted to the acid by overnight stirring with 4-fold excess of bromotrimethylsilane in dry dichlor... Reactants: CC(C)(C)[O-].[K+] (t-BuOK), 4-(3-Propylcyclopentyl)-cyclohexanone4-(3-propylcyclopentyl)cyclohexanecarboaldehyde. Reagents/catalysts: [Br-].C[P+](C1=CC=CC=C1)(C1=CC=CC=C1)C1=CC=CC=C1 (methyltriphenylphosphonium bromide). The solvent is C1CCOC1 (THF), C1CCOC1 (THF), C1CCOC1 (THF). Reaction conditions: time 1 hour. The product is C(CC)C1CC(CC1)C1CCC(CC1)C=C (1-(3-propylcyclopentyl)-4-vinylcyclohexane). Yield: 206.8%. RXN SMILES: [CH3:1][C:2]([O-])([CH3:4])[CH3:3].[K+]>[Br-].C[P+](C1C=CC=CC=1)(C1C=CC=CC=1)C1C=CC=CC=1.C1COCC1>[CH2:1]([CH:2]1[CH2:4][CH2:3][CH:1]([CH:2]2[CH2:4][CH2:3][CH:2]([CH:4]=[CH2:4])[CH2:1][CH2:3]2)[CH2:3]1)[CH2:1][CH3:2] |f:0.1,2.3|. Reported procedure: THF (50 ml) was added to methyltriphenylphosphonium bromide (6.27 g) in a reaction vessel under an atmosphere of nitrogen, and the mixture was cooled to −15° C. t-BuOK (1.97 g) in a THF (20 ml) solution was added, and the stirring was continued for another 1 hour. 4-(3-Propylcyclopentyl)-cyclohexanone4-(3-propylcyclopentyl)cyclohexanecarboaldehyde (3.0 g) in a THF (20 ml) solution was added dropwise and the mixture was stirred for another 2 hours. The reaction mixture was warmed to room temperat... The reactants are OC1=CC=C(C(=O)OC)C=C1 (methyl 4-hydroxybenzoate), C1(=CC=CC=C1)S(=O)(=O)OCCCl (2-(benzenesulphonyloxy)ethyl chloride), C([O-])([O-])=O.[K+].[K+] (potassium carbonate). Solvent: CC(CC(C)=O)C (4-methylpentan-2-one). The product is ClCCOC1=CC=C(C(=O)OC)C=C1 (Methyl 4-(2-chloroethoxy)benzoate). Reaction SMILES: [OH:1][C:2]1[CH:11]=[CH:10][C:5]([C:6]([O:8][CH3:9])=[O:7])=[CH:4][CH:3]=1.C1(S(O[CH2:22][CH2:23][Cl:24])(=O)=O)C=CC=CC=1.C(=O)([O-])[O-].[K+].[K+]>CC(C)CC(=O)C>[Cl:24][CH2:23][CH2:22][O:1][C:2]1[CH:3]=[CH:4][C:5]([C:6]([O:8][CH3:9])=[O:7])=[CH:10][CH:11]=1 |f:2.3.4|. Procedure: A mixture of methyl 4-hydroxybenzoate (15.2 g, 0.1 M), 2-(benzenesulphonyloxy)ethyl chloride (28.65 g, 0.12 M) and potassium carbonate (19.15 g, 0.1 M) in 4-methylpentan-2-one (170 ml) was stirred at reflux for 24 hours. After cooling, distilled water (170 ml) was added and the organic phase separated off. Evaporation to dryness gave a yellow solid which was crystallised from ethanol to give the title compound, yield (13.3 g), m.p. 56°-58°. Starting materials: NC=1N=C(C2=C(N1)N(C=C2)[C@H]2[C@@H](O)[C@H](OC1OCCCC1)[C@H](O2)COC2OCCCC2)Cl (2-Amino-7-[3,5-di-O-(tetrahydro-2-pyranyl)-β-D-arabinofuranosyl]-4-chloro-7H-pyrrolo[2,3-d]pyrimidine), C(C)N(CC)S(F)(F)F (diethylaminosulfur trifluoride), C(=O)(O)[O-].[Na+] (NaHCO3). Solvent: C(Cl)Cl (CH2Cl2), N1=CC=CC=C1 (pyridine), C(Cl)Cl (CH2Cl2). Conditions: temperature 0 celsius, time 3 hour. Product: NC=1N=C(C2=C(N1)N(C=C2)[C@H]2[C@@H]([C@H](OC1OCCCC1)[C@H](O2)COC2OCCCC2)F)Cl (2-Amino-7-[2-deoxy-2-fluoro-3,5-di-O-(tetrahydro-2-pyranyl)-β-D-ribofuranosyl]-4-chloro-7H-pyrrolo[2,3-d]pyrimidine). RXN SMILES: [NH2:1][C:2]1[N:3]=[C:4]([Cl:32])[C:5]2[CH:10]=[CH:9][N:8]([C@@H:11]3[O:23][C@H:22]([CH2:24][O:25][CH:26]4[CH2:31][CH2:30][CH2:29][CH2:28][O:27]4)[C@@H:14]([O:15][CH:16]4[CH2:21][CH2:20][CH2:19][CH2:18][O:17]4)[C@@H:12]3O)[C:6]=2[N:7]=1.C(N(S(F)(F)[F:39])CC)C.C([O-])(O)=O.[Na+]>C(Cl)Cl.N1C=CC=CC=1>[NH2:1][C:2]1[N:3]=[C:4]([Cl:32])[C:5]2[CH:10]=[CH:9][N:8]([C@@H:11]3[O:23][C@H:22]([CH2:24][O:25][CH:26]4[CH2:31][CH2:30][CH2:29][CH2:28][O:27]4)[C@@H:14]([O:15][CH:16]4[CH2:21][CH2:20][CH2:19][CH2:18][O:17]4)[C@H:12]3[F:39])[C:6]=2[N:7]=1 |f:2.3|. Procedure: To a solution of the compound from Step G (0.24 g, 0.51 mmol) in CH2Cl2 (5 mL) and pyridine (0.8 mL) at −60° C. was added diethylaminosulfur trifluoride (DAST; 0.27 mL) dropwise under Ar. The solution was stirred at −60° C. for 0.5 h, at 0° C. overnight and at room temperature for 3 h. The mixture was diluted with CH2Cl2 (25 mL) and poured into saturated aqueous NaHCO3 (15 mL). The organic layer was washed with water (10 mL), dried (Na2SO4) and evaporated. The residue was purified on a silica ge... The reactants are BrN1C(CCC1=O)=O (N-bromosuccinimide), CNC1=C(C=C(C=C1)C(F)(F)F)[N+](=O)[O-] (methyl-(2-nitro-4-trifluoromethyl-phenyl)-amine), C(O)([O-])=O.[Na+] (sodium hydrogen carbonate). The solvent is C(C)#N (acetonitrile). Reaction conditions: time 5 hour. Yields the product BrC1=C(C(=CC(=C1)C(F)(F)F)[N+](=O)[O-])NC ((2-bromo-6-nitro-4-trifluoromethyl-phenyl)-methyl-amine). The yield is 69.0%. As a reaction SMILES: [CH3:1][NH:2][C:3]1[CH:8]=[CH:7][C:6]([C:9]([F:12])([F:11])[F:10])=[CH:5][C:4]=1[N+:13]([O-:15])=[O:14].[Br:16]N1C(=O)CCC1=O.C(=O)([O-])O.[Na+]>C(#N)C>[Br:16][C:8]1[CH:7]=[C:6]([C:9]([F:12])([F:11])[F:10])[CH:5]=[C:4]([N+:13]([O-:15])=[O:14])[C:3]=1[NH:2][CH3:1] |f:2.3|. Procedure: To a mixture of methyl-(2-nitro-4-trifluoromethyl-phenyl)-amine (16 g) and acetonitrile (200 ml) was added N-bromosuccinimide (15 g) while ice-cooling. The reaction mixture was stirred at room temperature for 5 hours. To the resulting reaction mixture was poured saturated aqueous sodium hydrogen carbonate solution, and then the mixture was extracted with ethyl acetate. The organic layer was dried over magnesium sulfate, and concentrated under reduced pressure. The residue was subjected to silica... Starting materials: [F-].[K+] (KF), FC(C(=O)F)(C(F)(F)F)F (pentafluoropropionyl fluoride). The solvent is C(C)#N (acetonitrile). Reaction conditions: temperature -196 celsius. Yields the product FC(C(C(C(F)(F)F)(F)F)(O)C(F)(F)F)(F)F (1,1,1,3,3,4,4,4-octafluoro-2-(trifluoromethyl)-2-butanol). RXN SMILES: [F-:1].[K+].[F:3][C:4]([F:12])([C:8]([F:11])([F:10])[F:9])[C:5](F)=[O:6]>C(#N)C>[F:1][C:4]([F:12])([F:3])[C:5]([C:8]([F:11])([F:10])[F:9])([OH:6])[C:4]([F:12])([F:3])[C:8]([F:11])([F:10])[F:9] |f:0.1|. Procedure: By operating as in the above examples, 0.26 g of KF (4.5 mmol) was charged to the reactor, and then 4.0 ml of anhydrous acetonitrile was injected through the pierceable cap; the whole was then cooled down to -196° C. with the residual air being evacuated; then, 2.0 mmol of pentafluoropropionyl fluoride As a reaction SMILES: F[B-](F)(F)F.C([O+](CC)CC)C.[C:13]1([C:19]2([C:40]3[CH:45]=[CH:44][CH:43]=[CH:42][CH:41]=3)[C@H:27]3[C@H:23]([CH2:24][N:25]([C:28](=O)[CH2:29][C:30]4[CH:35]=[CH:34][CH:33]=[CH:32][C:31]=4[O:36][CH3:37])[CH2:26]3)[C:22](=[O:39])[CH2:21][CH2:20]2)[CH:18]=[CH:17][CH:16]=[CH:15][CH:14]=1.[NH3:46].C(=O)([O-])[O-].[K+].[K+]>ClCCl>[NH:46]=[C:28]([N:25]1[CH2:24][C@H:23]2[C@H:27]([C:19]([C:13]3[CH:18]=[CH:17][CH:16]=[CH:15][CH:14]=3)([C:40]3[CH:41]=[CH:42][CH:43]=[CH:44][CH:45]=3)[CH2:20][CH2:21][C:22]2=[O:39])[CH2:26]1)[CH2:29][C:30]1[CH:35]=[CH:34][CH:33]=[CH:32][C:31]=1[O:36][CH3:37] |f:0.1,4.5.6|. The product is N=C(CC1=C(C=CC=C1)OC)N1C[C@H]2C(CCC([C@H]2C1)=O)(C1=CC=CC=C1)C1=CC=CC=C1 ((3aR,7aR)-2-[1-Imino-2-(2-methoxyphenyl)ethyl]-7,7-diphenylperhydro-4-isoindolone). The reactants are C([O-])([O-])=O.[K+].[K+] (potassium carbonate), F[B-](F)(F)F.C(C)[O+](CC)CC (Triethyloxonium tetrafluoroborate), C1(=CC=CC=C1)C1(CCC([C@H]2CN(C[C@@H]12)C(CC1=C(C=CC=C1)OC)=O)=O)C1=CC=CC=C1 ((3aR,7aR)-7,7-diphenyl-2-[(2-methoxyphenyl)acetyl]perhydro-4-isoindolone), ethanolic solution, N (ammonia). Run at time 20 hour. Solvent: ClCCl (dichloromethane). Procedure: Triethyloxonium tetrafluoroborate (4 g) is added to a solution of (3aR,7aR)-7,7-diphenyl-2-[(2-methoxyphenyl)acetyl]perhydro-4-isoindolone (7.7 g) in anhydrous dichloromethane (13 cc). The reaction mixture is left stirring for 20 hours at room temperature; the mixture is then cooled to -15° C. and thereafter a 5.4N ethanolic solution (2.6 cc) of ammonia is added. The reaction mixture is allowed to return to room temperature and stirring is continued for 5 hours and a half. The reaction mixture i... Starting materials: COC(=O)c1ccc(-c2cc3cc(Cl)cc(NC4CCCC4)c3[nH]2)cc1, CO, [Li+], C1CCOC1, [OH-], O, O. Yields the product O=C(O)c1ccc(-c2cc3cc(Cl)cc(NC4CCCC4)c3[nH]2)cc1. Reaction SMILES: [CH3:1][O:2][C:3]([c:4]1[cH:5][cH:6][c:7](-[c:10]2[nH:11][c:12]3[c:13]([NH:20][CH:21]4[CH2:22][CH2:23][CH2:24][CH2:25]4)[cH:14][c:15]([Cl:19])[cH:16][c:17]3[cH:18]2)[cH:8][cH:9]1)=[O:26].[CH3:28][OH:29].[Li+:32].[O:33]1[CH2:34][CH2:35][CH2:36][CH2:37]1.[OH-:31].[OH2:27].[OH2:30]>>[O:2]=[C:3]([c:4]1[cH:5][cH:6][c:7](-[c:10]2[nH:11][c:12]3[c:13]([NH:20][CH:21]4[CH2:22][CH2:23][CH2:24][CH2:25]4)[cH:14][c:15]([Cl:19])[cH:16][c:17]3[cH:18]2)[cH:8][cH:9]1)[OH:26]. Starting materials: C, [Na+], [Na], [OH-], O, O=S(=O)(O)c1ccc(O)c(Cl)c1, O=S(=O)(Cl)Cl. Yields the product [Na], CS(=O)(=O)Oc1ccc(S(=O)(=O)O)cc1Cl. RXN SMILES: [CH4:21].[Na+:15].[Na:1].[OH-:14].[OH2:22].[OH:2][c:3]1[c:4]([Cl:13])[cH:5][c:6]([S:9](=[O:10])(=[O:11])[OH:12])[cH:7][cH:8]1.[S:16](=[O:17])(=[O:18])([Cl:19])[Cl:20]>>[Na:1].[O:2]([c:3]1[c:4]([Cl:13])[cH:5][c:6]([S:9](=[O:10])(=[O:11])[OH:12])[cH:7][cH:8]1)[S:16](=[O:17])(=[O:18])[CH3:21].